This data is from the Open Reaction Database (ORD), a public repository of structured organic reaction records. The task is: describe an organic reaction: reactants, conditions, products, and yield Procedure details: In 100 ml of N,N-dimethylformamide was dissolved 15.4 g of thiosalicylic acid followed by addition of 42 g of potassium carbonate and 14.8 g of 2-fluoronitrobenzene, and the mixture was stirred at 100° C. for 3 hours. After the reaction mixture had cooled to room temperature, 18.7 g of ethyl iodide was added thereto and the mixture was further stirred at room temperature for 3 hours. The reaction mixture was then poured into ice-water and extracted with ether. The ether layer was washed with wat... The product is [N+](=O)([O-])C1=C(C=CC=C1)SC1=C(C(=O)OCC)C=CC=C1 (Ethyl 2-(2-nitrophenylthio)benzoate). The yield is 84.2%. Reaction conditions: temperature 100 celsius, time 3 hour. Starting materials: C(C)I (ethyl iodide), C([O-])([O-])=O.[K+].[K+] (potassium carbonate), FC1=C(C=CC=C1)[N+](=O)[O-] (2-fluoronitrobenzene), ice water, C(C=1C(S)=CC=CC1)(=O)O (thiosalicylic acid). As a reaction SMILES: [C:1]([OH:10])(=[O:9])[C:2]1[C:3](=[CH:5][CH:6]=[CH:7][CH:8]=1)[SH:4].C(=O)([O-])[O-].[K+].[K+].F[C:18]1[CH:23]=[CH:22][CH:21]=[CH:20][C:19]=1[N+:24]([O-:26])=[O:25].[CH2:27](I)[CH3:28]>CN(C)C=O>[N+:24]([C:19]1[CH:20]=[CH:21][CH:22]=[CH:23][C:18]=1[S:4][C:3]1[CH:5]=[CH:6][CH:7]=[CH:8][C:2]=1[C:1]([O:10][CH2:27][CH3:28])=[O:9])([O-:26])=[O:25] |f:1.2.3|. The solvent is CN(C=O)C (N,N-dimethylformamide). Reactants: C(C)NCC (diethylamine), N([C@H](CC(C)C)C(=O)N[C@@H](CCCNC(N)=N)C(=O)N[C@H](C(C)C)C(=O)OCC1=CC=CC=C1)C(=O)OCC1C2=CC=CC=C2C2=CC=CC=C12 (Fmoc-D-Leu-Arg-D-Val-OBzl). The solvent is CN(C=O)C (dimethylformamide). Reaction conditions: time 15 minute. The product is N[C@H](CC(C)C)C(=O)N[C@@H](CCCNC(N)=N)C(=O)N[C@H](C(C)C)C(=O)OCC1=CC=CC=C1 (H-D-Leu-Arg-D-Val-OBzl). Reaction SMILES: C(NCC)C.[NH:6](C(OCC1C2C(=CC=CC=2)C2C1=CC=CC=2)=O)[C@@H:7]([C:12]([NH:14][C@H:15]([C:23]([NH:25][C@@H:26]([C:30]([O:32][CH2:33][C:34]1[CH:39]=[CH:38][CH:37]=[CH:36][CH:35]=1)=[O:31])[CH:27]([CH3:29])[CH3:28])=[O:24])[CH2:16][CH2:17][CH2:18][NH:19][C:20](=[NH:22])[NH2:21])=[O:13])[CH2:8][CH:9]([CH3:11])[CH3:10]>CN(C)C=O>[NH2:6][C@@H:7]([C:12]([NH:14][C@H:15]([C:23]([NH:25][C@@H:26]([C:30]([O:32][CH2:33][C:34]1[CH:35]=[CH:36][CH:37]=[CH:38][CH:39]=1)=[O:31])[CH:27]([CH3:29])[CH3:28])=[O:24])[CH2:16][CH2:17][CH2:18][NH:19][C:20](=[NH:21])[NH2:22])=[O:13])[CH2:8][CH:9]([CH3:10])[CH3:11]. Procedure: 12.05 ml of diethylamine are added to a solution of 8.04 g (11.5 mmol) of Fmoc-D-Leu-Arg-D-Val-OBzl in 60 ml of dimethylformamide. The mixture is left to stand at room temperature for 15 minutes, and is concentrated. The residue is partitioned between n-pentanol and NaHCO3 solution. The pentanol phase is concentrated, and the residue is triturated with diethyl ether. Starting materials: C1COCCO1, COC(=O)c1ccc2[nH]c(C)cc2c1, Clc1cc(-c2ccccc2)ccc1CBr, [I-], [Na+], [Na+], [OH-], O, O=C(O)C(O)C(O)C(=O)O. Yields the product COC(=O)c1ccc2[nH]c(C)c(Cc3ccc(-c4ccccc4)cc3Cl)c2c1. RXN SMILES: [CH2:45]1[O:46][CH2:47][CH2:48][O:49][CH2:50]1.[CH3:1][O:2][C:3](=[O:4])[c:5]1[cH:6][c:7]2[cH:8][c:9]([CH3:14])[nH:10][c:11]2[cH:12][cH:13]1.[Cl:15][c:16]1[c:17]([CH2:18][Br:19])[cH:20][cH:21][c:22](-[c:24]2[cH:25][cH:26][cH:27][cH:28][cH:29]2)[cH:23]1.[I-:43].[Na+:41].[Na+:42].[OH-:40].[OH2:44].[OH:30][CH:31]([C:32](=[O:33])[OH:34])[CH:35]([C:36](=[O:37])[OH:38])[OH:39]>>[CH3:1][O:2][C:3](=[O:4])[c:5]1[cH:6][c:7]2[c:8]([CH2:18][c:17]3[c:16]([Cl:15])[cH:23][c:22](-[c:24]4[cH:25][cH:26][cH:27][cH:28][cH:29]4)[cH:21][cH:20]3)[c:9]([CH3:14])[nH:10][c:11]2[cH:12][cH:13]1. Reactants: C(C)(=O)[O-].[Zn+2].C(C)(=O)[O-] (zinc acetate), C=1C=C[N+](=C(C1)S)[O-] (pyrithione), [Cl-].[Zn+2].[Cl-] (zinc chloride), C=1C=C[N+](=C(C1)S)[O-] (pyrithione), S(=O)(=O)([O-])[O-].[Zn+2] (zinc sulfate). Run in O (water), O (water). Product: C1=CC(=S)N(C=C1)[O-].C1=CC(=S)N(C=C1)[O-].[Zn+2] (zinc pyrithione). RXN SMILES: [CH:1]1[CH:2]=[CH:3][N+:4]([O-:8])=[C:5]([SH:7])[CH:6]=1.S([O-])([O-])(=O)=O.[Zn+2:14].[Cl-].[Zn+2].[Cl-].C([O-])(=O)C.[Zn+2].C([O-])(=O)C>O>[CH:1]1[CH:2]=[CH:3][N:4]([O-:8])[C:5](=[S:7])[CH:6]=1.[CH:1]1[CH:2]=[CH:3][N:4]([O-:8])[C:5](=[S:7])[CH:6]=1.[Zn+2:14] |f:1.2,3.4.5,6.7.8,10.11.12|. Procedure: In another aspect, the present invention relates to a method for producing submicron-sized particles of zinc pyrithione comprising reacting a pyrithione or a water-soluble salt of pyrithione and a water-soluble zinc salt selected from the group consisting of zinc sulfate, zinc chloride, zinc acetate, and combinations thereof, in a turbulent flow reactor generating pulverizing forces, the turbulent flow reactor maintained at a pressure of from about 18,000 psi to about 23,000 psi and a temperatur... Starting materials: NC(CONC(=O)C1C(N(C(C2=CC=CC=C12)=O)C1C(CCCC1)NS(=O)(=O)C)C1=C(C=C(C=C1)Cl)Cl)=NO ((3RS,4RS)—N-[2-amino-2-(hydroxyimino)ethoxy]-3-(2,4-dichlorophenyl)-2-{(1SR,2SR)-2-[(mesyl)amino]cyclohexyl}-1-oxo-1,2,3,4-tetrahydroisoquinoline-4-carboxamide), C1=CN(C=N1)C(=O)N2C=CN=C2 (CDI), C1CCC2=NCCCN2CC1 (DBU). Run in C(C)#N (acetonitrile). Conditions: time 8 hour. Product: ClC1=C(C=CC(=C1)Cl)C1N(C(C2=CC=CC=C2C1C(=O)NOCC1=NOC(N1)=O)=O)C1C(CCCC1)NS(=O)(=O)C ((3RS,4RS)-3-(2,4-dichlorophenyl)-2-{(1SR,2SR)-2-[(mesyl)amino]cyclohexyl}-1-oxo-N-[(5-oxo-4,5-dihydro-1,2,4-oxadiazol-3-yl)methoxy]-1,2,3,4-tetrahydroisoquinoline-4-carboxamide). The yield is 9.6%. RXN SMILES: [NH2:1][C:2](=[N:38][OH:39])[CH2:3][O:4][NH:5][C:6]([CH:8]1[C:17]2[C:12](=[CH:13][CH:14]=[CH:15][CH:16]=2)[C:11](=[O:18])[N:10]([CH:19]2[CH2:24][CH2:23][CH2:22][CH2:21][CH:20]2[NH:25][S:26]([CH3:29])(=[O:28])=[O:27])[CH:9]1[C:30]1[CH:35]=[CH:34][C:33]([Cl:36])=[CH:32][C:31]=1[Cl:37])=[O:7].C1N=CN([C:45](N2C=NC=C2)=[O:46])C=1.C1CCN2C(=NCCC2)CC1>C(#N)C>[Cl:37][C:31]1[CH:32]=[C:33]([Cl:36])[CH:34]=[CH:35][C:30]=1[CH:9]1[CH:8]([C:6]([NH:5][O:4][CH2:3][C:2]2[NH:1][C:45](=[O:46])[O:39][N:38]=2)=[O:7])[C:17]2[C:12](=[CH:13][CH:14]=[CH:15][CH:16]=2)[C:11](=[O:18])[N:10]1[CH:19]1[CH2:24][CH2:23][CH2:22][CH2:21][CH:20]1[NH:25][S:26]([CH3:29])(=[O:27])=[O:28]. Procedure details: To a mixed liquid of 400 mg of (3RS,4RS)—N-[2-amino-2-(hydroxyimino)ethoxy]-3-(2,4-dichlorophenyl)-2-{(1SR,2SR)-2-[(mesyl)amino]cyclohexyl}-1-oxo-1,2,3,4-tetrahydroisoquinoline-4-carboxamide and 40 ml of acetonitrile were added 108 mg of CDI and 0.4 ml of DBU under ice-cooling, followed by stirring at room temperature overnight. After concentrating the reaction solution, a saturated aqueous ammonium chloride solution and ethyl acetate were added thereto, followed by extraction. The organic layer... Reactants: O=C([O-])[O-], CS(=O)(=O)OCCCCCCCOc1ccccc1, CCOC(C)=O, [K+], [K+], CN(C)C=O, O=C(O)c1cccnc1. The product is O=C(OCCCCCCCOc1ccccc1)c1cccnc1. As a reaction SMILES: [C:29](=[O:30])([O-:31])[O-:32].[CH3:1][S:2](=[O:3])(=[O:4])[O:5][CH2:6][CH2:7][CH2:8][CH2:9][CH2:10][CH2:11][CH2:12][O:13][c:14]1[cH:15][cH:16][cH:17][cH:18][cH:19]1.[CH3:40][CH2:41][O:42][C:43](=[O:44])[CH3:45].[K+:33].[K+:34].[O:35]=[CH:36][N:37]([CH3:38])[CH3:39].[OH:20][C:21](=[O:22])[c:23]1[cH:24][cH:25][cH:26][n:27][cH:28]1>>[O:5]([CH2:6][CH2:7][CH2:8][CH2:9][CH2:10][CH2:11][CH2:12][O:13][c:14]1[cH:15][cH:16][cH:17][cH:18][cH:19]1)[C:21](=[O:20])[c:23]1[cH:24][cH:25][cH:26][n:27][cH:28]1.